The task is: describe an organic reaction: reactants, conditions, products, and yield. This data is from the Open Reaction Database (ORD), a public repository of structured organic reaction records. The reactants are [N+](=O)([O-])C=1C=C(C(=O)O)C=CC1[N+](=O)[O-] (3,4-dinitrobenzoic acid), S(=O)(Cl)Cl (thionylchloride). The solvent is C1=CC=CC=C1 (benzene), C1(=CC=CC=C1)C (toluene). The product is [N+](=O)([O-])C=1C=C(C(=O)Cl)C=CC1[N+](=O)[O-] (3,4-dinitrobenzoyl chloride). RXN SMILES: [N+:1]([C:4]1[CH:5]=[C:6]([CH:10]=[CH:11][C:12]=1[N+:13]([O-:15])=[O:14])[C:7](O)=[O:8])([O-:3])=[O:2].S(Cl)([Cl:18])=O>C1C=CC=CC=1.C1(C)C=CC=CC=1>[N+:1]([C:4]1[CH:5]=[C:6]([CH:10]=[CH:11][C:12]=1[N+:13]([O-:15])=[O:14])[C:7]([Cl:18])=[O:8])([O-:3])=[O:2]. Procedure: Typically, the 3,4-dinitrobenzoic acid starting material is dissolved in an aprotic solvent such as benzene or toluene and refluxed with thionylchloride for a period of about 2-6 hours to form the desired 3,4-dinitrobenzoyl chloride. The reactants are BrCc1ccccc1, COC(=O)c1cc(O)c2c(c1)OC(C)(C)C2, [K+], [K+], O=C([O-])[O-], CN(C)C=O. Yields the product COC(=O)c1cc(OCc2ccccc2)c2c(c1)OC(C)(C)C2. As a reaction SMILES: [Br:23][CH2:24][c:25]1[cH:26][cH:27][cH:28][cH:29][cH:30]1.[CH3:1][O:2][C:3](=[O:4])[c:5]1[cH:6][c:7]2[c:8]([c:14]([OH:16])[cH:15]1)[CH2:9][C:10]([CH3:12])([CH3:13])[O:11]2.[K+:17].[K+:18].[O-:19][C:20]([O-:21])=[O:22].[O:31]=[CH:32][N:33]([CH3:34])[CH3:35]>>[CH3:1][O:2][C:3](=[O:4])[c:5]1[cH:6][c:7]2[c:8]([c:14]([O:16][CH2:24][c:25]3[cH:26][cH:27][cH:28][cH:29][cH:30]3)[cH:15]1)[CH2:9][C:10]([CH3:12])([CH3:13])[O:11]2. Reactants: C(C)(C)[Mg]Cl (isopropylmagnesium chloride), C(=O)(OC(C)(C)C)N1[C@H](C=O)CCC1 (BOC-L-prolinal), crude product. The product is C(=O)(OC(C)(C)C)N1[C@@H](CCC1)C(C(C)C)=O (BOC-2(S)-isobutanoylpyrrolidine). Reaction SMILES: [CH:1]([Mg]Cl)([CH3:3])[CH3:2].[C:6]([N:13]1[CH2:19][CH2:18][CH2:17][C@H:14]1[CH:15]=[O:16])([O:8][C:9]([CH3:12])([CH3:11])[CH3:10])=[O:7]>>[C:6]([N:13]1[CH2:19][CH2:18][CH2:17][C@H:14]1[C:15](=[O:16])[CH:1]([CH3:3])[CH3:2])([O:8][C:9]([CH3:12])([CH3:11])[CH3:10])=[O:7]. Procedure details: 30.1 ml (60.2 mmol) 2 M isopropylmagnesium chloride (diethyl ether) and 4.0 g (20.1 mmol) BOC-L-prolinal were allowed to react at −80° C. for 30 min according to procedure F. Yield of the crude product 4.31 g. The product was purified with a silica column using 16% ethyl acetate in petroleum ether as eluent. Yield 1.84 g (7.6 mmol, 38%). The product was oxidized to the corresponding ketone according to procedure G. Yield of crude product 1.59 g. The product was purified with a silica column usin... The reactants are Cl (HCl), NC1=NS(N=C1NCCSCC=1SC(=C(C1)C)CN(C)C)=O (3-amino-4-{2-[(5-dimethylaminomethyl-4-methyl-2-thienyl)methylthio]ethylamino}-1,2,5-thiadiazole 1-oxide). Solvent: CO (methanol). Run at time 3 hour. Product: Cl.Cl.Cl.CN(C)CC1=C(C=C(S1)CSCCNC(C(N)=N)=N)C (N-{2-[(5-Dimethylaminomethyl-4-methyl-2-thienyl)methylthio]ethyl}ethanediimidamide trihydrochloride). Yield: 80.0%. Reaction SMILES: [NH2:1][C:2]1[C:6]([NH:7][CH2:8][CH2:9][S:10][CH2:11][C:12]2[S:13][C:14]([CH2:18][N:19]([CH3:21])[CH3:20])=[C:15]([CH3:17])[CH:16]=2)=[N:5]S(=O)[N:3]=1.[ClH:23]>CO>[ClH:23].[ClH:23].[ClH:23].[CH3:21][N:19]([CH2:18][C:14]1[S:13][C:12]([CH2:11][S:10][CH2:9][CH2:8][NH:7][C:6](=[NH:5])[C:2](=[NH:1])[NH2:3])=[CH:16][C:15]=1[CH3:17])[CH3:20] |f:3.4.5.6|. Procedure details: A stirred solution of 3-amino-4-{2-[(5-dimethylaminomethyl-4-methyl-2-thienyl)methylthio]ethylamino}-1,2,5-thiadiazole 1-oxide (17.9 g, 50.0 mmoles) [prepared according to the general procedure described in published United Kingdom Patent Application No. 2,067,987] in 500 mL of methanol was treated with 33.3 mL of concentrated HCl. After stirring for 3 hours, the reaction mixture was concentrated and excess water was removed by azeotropic concentration with absolute ethanol to give an almost col...